This data is from the Open Reaction Database (ORD), a public repository of structured organic reaction records. The task is: describe an organic reaction: reactants, conditions, products, and yield The reactants are [C@@H]1([C@@H](O)[C@H](O)[C@H](O1)CO)N1C2=NC=NC(=C2N=C1)N (9-(β-D-arabinofuranosyl)adenine), C(C)(=O)Cl (acetyl chloride). Run in CN(C=O)C.N1=CC=CC=C1 (dimethylformamide pyridine). Product: desired product, C(C)(=O)OC[C@@H]1[C@H]([C@@H]([C@@H](O1)N1C2=NC=NC(=C2N=C1)N)O)O (9-(5-O-acetyl-β-D-arabinofuranosyl)adenine). Reaction SMILES: [C@@H:1]1([N:10]2[CH:18]=[N:17][C:16]3[C:11]2=[N:12][CH:13]=[N:14][C:15]=3[NH2:19])[O:7][C@H:6]([CH2:8][OH:9])[C@@H:4]([OH:5])[C@@H:2]1[OH:3].[C:20](Cl)(=[O:22])[CH3:21]>CN(C)C=O.N1C=CC=CC=1>[C:20]([O:9][CH2:8][C@H:6]1[O:7][C@@H:1]([N:10]2[CH:18]=[N:17][C:16]3[C:11]2=[N:12][CH:13]=[N:14][C:15]=3[NH2:19])[C@@H:2]([OH:3])[C@@H:4]1[OH:5])(=[O:22])[CH3:21] |f:2.3|. Reported procedure: To a stirred mixture of 2.67 g. of 9-(β-D-arabinofuranosyl)adenine and 100 ml. of 1:1 dimethylformamide-pyridine is added 0.79 g. of acetyl chloride at 25° C. The mixture is stirred, while being protected from moisture, for 1.5 hours, then treated with 50 g. of crushed ice and evaporated at reduced pressure. The residue is added to a 3× 40 cm. column of dry silica gel and the column is eluted sequentially with 500-ml. portions of 5, 10, 15 and 20% (v/v) methanol in chloroform. Two fractions of e... The reactants are Cl (HCl), [OH-].[Na+] (NaOH), ClC=1C=C(C=C(C1)F)N(C(C)=O)O (N-(3-Chloro-5-fluoro-phenyl)-N-hydroxy-acetamide), C(C)(=O)OC=C (vinyl acetate), Li2PdCl4, C(=O)([O-])[O-].[Na+].[Na+] (Na2CO3). Run in CCOC(=O)C (EtOAc), CCOC(=O)C (EtOAc), [Cl-].[Na+].O (brine), CO (MeOH). Run at temperature 60 celsius, time 3 hour. The product is ClC1=C2C=CNC2=CC(=C1)F (4-Chloro-6-fluoro-1H-indole). Isolated yield 43.2%. RXN SMILES: [Cl:1][C:2]1[CH:3]=[C:4]([N:9](O)[C:10](=O)[CH3:11])[CH:5]=[C:6]([F:8])[CH:7]=1.C(OC=C)(=O)C.[OH-].[Na+].Cl.C([O-])([O-])=O.[Na+].[Na+]>CCOC(C)=O.[Cl-].[Na+].O.CO>[Cl:1][C:2]1[CH:7]=[C:6]([F:8])[CH:5]=[C:4]2[C:3]=1[CH:11]=[CH:10][NH:9]2 |f:2.3,5.6.7,9.10.11|. Procedure: N-(3-Chloro-5-fluoro-phenyl)-N-hydroxy-acetamide (200 mg, 982 μmol) was dissolved in vinyl acetate (1.81 mL, 19.6 mmol), and Li2PdCl4 (25.7 mg, 98 μmol) was added. The reaction mixture was stirred for 3 hr at 60° C. The reaction mixture was diluted with EtOAc and brine; the organic layer was separated and concentrated under reduced pressure to give a solid, which was dissolved in 8 mL of MeOH. 1N aqueous NaOH (1.89 mL, 1.89 mmol) was added, and the reaction was stirred for two hours at room temp... Reactants: [O-]O.C1(=CC=CC=C1)C(C)C (cumene hydroperoxide), [O-]O.C1(=CC=CC=C1)C(C)C (cumene hydroperoxide), C1(=CC=CC=C1)C(C)C (cumene), [O-]O.C1(=CC=CC=C1)C(C)C (CHP), [O-]O.C1(=CC=CC=C1)C(C)C (CHP), C(C)(=O)C1=CC=CC=C1 (acetophenone), C1(=CC=CC=C1)C(C)C (cumene). Run in O (water). The product is CC(C1=CC=CC=C1)(C)O (dimethylbenzyl alcohol). As a reaction SMILES: [O-]O.[C:3]1([CH:9]([CH3:11])[CH3:10])[CH:8]=[CH:7][CH:6]=[CH:5][CH:4]=1.C1(C(C)C)C=CC=CC=1.C(C1C=CC=CC=1)(=[O:23])C>O>[CH3:10][C:9]([OH:23])([CH3:11])[C:3]1[CH:8]=[CH:7][CH:6]=[CH:5][CH:4]=1 |f:0.1|. Procedure details: In the manufacture of cumene hydroperoxide (CHP) wherein cumene is oxidized to CHP, the improvement comprising refining the cumene hydroperoxide product stream containing, in weight percents, about 80 to about 89 CHP, about 0.6 to about 1.6 water, about 0.5 to about 2.0 acetophenone, about 2 to about 15 cumene, and about 5 to about 9 dimethylbenzyl alcohol to obtain a product substantially reduced in color, water, acetophenone, and dimethylbenzyl alcohol, by subjecting said product stream to a f... Reactants: CC(C)(C)OC(=O)N1CCC(OS(C)(=O)=O)C1, NCc1ccccc1. Yields the product CC(C)(C)OC(=O)N1CCC(NCc2ccccc2)C1. Reaction SMILES: [C:1]([CH3:2])([CH3:3])([CH3:4])[O:5][C:6](=[O:7])[N:8]1[CH2:9][CH:10]([O:13][S:14]([CH3:15])(=[O:16])=[O:17])[CH2:11][CH2:12]1.[NH2:18][CH2:19][c:20]1[cH:21][cH:22][cH:23][cH:24][cH:25]1>>[C:1]([CH3:2])([CH3:3])([CH3:4])[O:5][C:6](=[O:7])[N:8]1[CH2:9][CH:10]([NH:18][CH2:19][c:20]2[cH:21][cH:22][cH:23][cH:24][cH:25]2)[CH2:11][CH2:12]1. Starting materials: Cl (hydrochloric acid), C(C)OC(=O)C=1C=C2CC(C(NC2=CC1)C=1C=C(C=CC1)C1=CC=C(C=C1)OC(C)C)(C)C (2-(4′-isopropoxy-biphenyl-3-yl)-3,3-dimethyl-1,2,3,4-tetrahydro-quinoline-6-carboxylic acid ethyl ester), O.[OH-].[Li+] (lithium hydroxide hydrate). Run in CO (methanol), O1CCCC1 (tetrahydrofuran), O (water). Reaction conditions: temperature 60 celsius, time 12 hour. Yields the product C(C)(C)OC1=CC=C(C=C1)C1=CC(=CC=C1)C1NC2=CC=C(C=C2CC1(C)C)C(=O)O (2-(4′-isopropoxy-biphenyl-3-yl)-3,3-dimethyl-1,2,3,4-tetrahydro-quinoline-6-carboxylic acid). The yield is 63.7%. As a reaction SMILES: C([O:3][C:4]([C:6]1[CH:7]=[C:8]2[C:13](=[CH:14][CH:15]=1)[NH:12][CH:11]([C:16]1[CH:17]=[C:18]([C:22]3[CH:27]=[CH:26][C:25]([O:28][CH:29]([CH3:31])[CH3:30])=[CH:24][CH:23]=3)[CH:19]=[CH:20][CH:21]=1)[C:10]([CH3:33])([CH3:32])[CH2:9]2)=[O:5])C.O.[OH-].[Li+].Cl>CO.O1CCCC1.O>[CH:29]([O:28][C:25]1[CH:24]=[CH:23][C:22]([C:18]2[CH:19]=[CH:20][CH:21]=[C:16]([CH:11]3[C:10]([CH3:32])([CH3:33])[CH2:9][C:8]4[C:13](=[CH:14][CH:15]=[C:6]([C:4]([OH:5])=[O:3])[CH:7]=4)[NH:12]3)[CH:17]=2)=[CH:27][CH:26]=1)([CH3:31])[CH3:30] |f:1.2.3|. Procedure details: A mixture of 2-(4′-isopropoxy-biphenyl-3-yl)-3,3-dimethyl-1,2,3,4-tetrahydro-quinoline-6-carboxylic acid ethyl ester (0.30 g, 0.68 mmol) in methanol (2 mL) and tetrahydrofuran (15 mL), lithium hydroxide hydrate (0.28 g, 6.8 mmol) in water (1.0 mL) was stirred at 60° C. for 12 h. The mixture was neutralized with a 3 N aqueous hydrochloric acid solution and extracted with ethyl acetate (2×50 mL), washed with water, dried over anhydrous sodium sulfate and then concentrated in vacuo. Purification by...